Dataset: the Open Reaction Database (ORD), a public repository of structured organic reaction records. Task: describe an organic reaction: reactants, conditions, products, and yield Starting materials: Cl.N(C(=N)N)C1=CC=C(C(=O)O)C=C1 (4-guanidinobenzoic acid hydrochloride), NC=1C=CC=C2C=CC=NC12 (8-Aminoquinoline), C[Si](C)(C)C(C(=O)N)[Si](C)(C)C (bis-trimethylsilylacetamide), S(=O)(Cl)Cl (Thionyl chloride). Run at time 5 minute. As a reaction SMILES: Cl.[NH:2]([C:6]1[CH:14]=[CH:13][C:9]([C:10]([OH:12])=O)=[CH:8][CH:7]=1)[C:3]([NH2:5])=[NH:4].C[Si](C([Si](C)(C)C)C(N)=O)(C)C.S(Cl)(Cl)=O.[NH2:31][C:32]1[CH:33]=[CH:34][CH:35]=[C:36]2[C:41]=1[N:40]=[CH:39][CH:38]=[CH:37]2>O.O1CCCC1>[NH:2]([C:6]1[CH:7]=[CH:8][C:9]([C:10]([NH:31][C:32]2[CH:33]=[CH:34][CH:35]=[C:36]3[C:41]=2[N:40]=[CH:39][CH:38]=[CH:37]3)=[O:12])=[CH:13][CH:14]=1)[C:3]([NH2:5])=[NH:4] |f:0.1|. Run in O (Water), O1CCCC1 (tetrahydrofuran), O1CCCC1 (tetrahydrofuran). Reported procedure: A mixture of 200 mg. (0.92 m. mol) 4-guanidinobenzoic acid hydrochloride and 190 mg. (0.93 m. mol) of bis-trimethylsilylacetamide in 20 ml. of dry tetrahydrofuran was heated at reflux until a solution was achieved, and then cooled to room temperature. Thionyl chloride (380 mg., 1.86 m. mol) was added and the reaction mixture allowed to stir for 5 min. 8-Aminoquinoline (670 mg., 4.64 m. mol) was added in 5 ml. of tetrahydrofuran and the mixture allowed to stir for 30 min. Water (0.2 ml) was added... Product: N(C(=N)N)C1=CC=C(C(=O)NC=2C=CC=C3C=CC=NC23)C=C1 (4-Guanidino-N-(quinol-8-yl)benzamide). The reactants are FC(C(C(C(C(C(F)(F)F)(F)F)(F)F)(F)F)(F)F)(F)I (Perfluorohexyl iodide), OCS(=O)[O-].[Na+] (sodium hydroxymethanesulphinate), C1(=CC=CC=C1)SSC1=CC=CC=C1 (phenyl disulphide). Solvent: CN(C=O)C (dimethylformamide), O (water). The product is FC(C(C(C(C(C(F)(F)F)(F)F)(F)F)(F)F)(F)F)(F)SC1=CC=CC=C1 (phenyl perfluorohexyl sulphide). Isolated yield 40.0%. Reaction SMILES: [F:1][C:2](I)([F:19])[C:3]([F:18])([F:17])[C:4]([F:16])([F:15])[C:5]([F:14])([F:13])[C:6]([F:12])([F:11])[C:7]([F:10])([F:9])[F:8].OCS([O-])=O.[Na+].[C:27]1([S:33]SC2C=CC=CC=2)[CH:32]=[CH:31][CH:30]=[CH:29][CH:28]=1>CN(C)C=O.O>[F:1][C:2]([S:33][C:27]1[CH:32]=[CH:31][CH:30]=[CH:29][CH:28]=1)([F:19])[C:3]([F:18])([F:17])[C:4]([F:16])([F:15])[C:5]([F:14])([F:13])[C:6]([F:12])([F:11])[C:7]([F:10])([F:9])[F:8] |f:1.2|. Reported procedure: Perfluorohexyl iodide (4.5 g), sodium hydroxymethanesulphinate (4 g) and phenyl disulphide (2.2 g) in dimethylformamide (10 cc) and water (0.5 cc) are stirred for 12 hours. After the usual treatment, phenyl perfluorohexyl sulphide is obtained in 40% yield. Starting materials: compound, ClC1=CC=C2C3=C(C=NC2=C1)C1=C(N3)CCNC1 (3-chloro-8,9,10,11-tetrahydro-7H-pyrido [3',4':4,5]pyrrolo[3,2-c]quinoline), S1C(=CC=C1)S(=O)(=O)Cl (2-thiophenesulfonyl chloride). Run in O (water). Reaction conditions: time 2 hour. The product is ClC1=CC=C2C3=C(C=NC2=C1)C1=C(N3)CCN(C1)S(=O)(=O)C=1SC=CC1 (3-Chloro-8,9,10,11-tetrahydro-8-(2-thienylsulfonyl)-7H-pyrido [3',4':4,5]pyrrolo[3,2-c]quinoline). The yield is 73.4%. As a reaction SMILES: [Cl:1][C:2]1[CH:11]=[C:10]2[C:5]([C:6]3[NH:14][C:13]4[CH2:15][CH2:16][NH:17][CH2:18][C:12]=4[C:7]=3[CH:8]=[N:9]2)=[CH:4][CH:3]=1.[S:19]1[CH:23]=[CH:22][CH:21]=[C:20]1[S:24](Cl)(=[O:26])=[O:25]>O>[Cl:1][C:2]1[CH:11]=[C:10]2[C:5]([C:6]3[NH:14][C:13]4[CH2:15][CH2:16][N:17]([S:24]([C:20]5[S:19][CH:23]=[CH:22][CH:21]=5)(=[O:26])=[O:25])[CH2:18][C:12]=4[C:7]=3[CH:8]=[N:9]2)=[CH:4][CH:3]=1. Procedure details: The same reaction procedure is followed as for the compound of Example 8, using 0.50 g (1.94 mmol) of 3-chloro-8,9,10,11-tetrahydro-7H-pyrido [3',4':4,5]pyrrolo[3,2-c]quinoline and 0.354 g (1.94 mmol) of 2-thiophenesulfonyl chloride. The reaction solution is diluted with water and is stirred for 2 hours. The resulting precipitate is collected by filtration and triturated with methanol/chloroform/hexane to yield 0.575 g (78%) of the title compound as an off white solid: m.p.>250° C.; m/e 403. Starting materials: NC1=C(N=C(S1)C1=C(C=C(C=C1F)C(C)(C)O)F)C(=O)N (5-Amino-2-[2,6-difluoro-4-(1-hydroxy-1-methylethyl)phenyl]-1,3-thiazole-4-carboxamide), C([O-])([O-])=O.[K+].[K+] (potassium carbonate), C(C)(C)(CC)O (tert-amyl alcohol), BrC1=CC=CC(=N1)C(CO)N1CCOCC1 (2-(6-bromopyridin-2-yl)-2-morpholin-4-ylethanol), CC(C)C1=CC(=C(C(=C1)C(C)C)C2=C(C=CC=C2)P(C3CCCCC3)C4CCCCC4)C(C)C (X-PHOS). The reagents and catalysts are C=1C=CC(=CC1)/C=C/C(=O)/C=C/C2=CC=CC=C2.C=1C=CC(=CC1)/C=C/C(=O)/C=C/C2=CC=CC=C2.C=1C=CC(=CC1)/C=C/C(=O)/C=C/C2=CC=CC=C2.[Pd].[Pd] (Pd2(dba)3). Product: FC1=C(C(=CC(=C1)C(C)(C)O)F)C=1SC(=C(N1)C(=O)N)NC1=NC(=CC=C1)C(CO)N1CCOCC1 (2-[2,6-Difluoro-4-(1-hydroxy-1-methylethyl)phenyl]-5-{[6-(2-hydroxy-1-morpholin-4-ylethyl)pyridin-2-yl]amino}-1,3-thiazole-4-carboxamide). RXN SMILES: [NH2:1][C:2]1[S:6][C:5]([C:7]2[C:12]([F:13])=[CH:11][C:10]([C:14]([OH:17])([CH3:16])[CH3:15])=[CH:9][C:8]=2[F:18])=[N:4][C:3]=1[C:19]([NH2:21])=[O:20].Br[C:23]1[N:28]=[C:27]([CH:29]([N:32]2[CH2:37][CH2:36][O:35][CH2:34][CH2:33]2)[CH2:30][OH:31])[CH:26]=[CH:25][CH:24]=1.CC(C1C=C(C(C)C)C(C2C=CC=CC=2P(C2CCCCC2)C2CCCCC2)=C(C(C)C)C=1)C.C(=O)([O-])[O-].[K+].[K+].C(O)(CC)(C)C>C1C=CC(/C=C/C(/C=C/C2C=CC=CC=2)=O)=CC=1.C1C=CC(/C=C/C(/C=C/C2C=CC=CC=2)=O)=CC=1.C1C=CC(/C=C/C(/C=C/C2C=CC=CC=2)=O)=CC=1.[Pd].[Pd]>[F:13][C:12]1[CH:11]=[C:10]([C:14]([OH:17])([CH3:16])[CH3:15])[CH:9]=[C:8]([F:18])[C:7]=1[C:5]1[S:6][C:2]([NH:1][C:23]2[CH:24]=[CH:25][CH:26]=[C:27]([CH:29]([N:32]3[CH2:37][CH2:36][O:35][CH2:34][CH2:33]3)[CH2:30][OH:31])[N:28]=2)=[C:3]([C:19]([NH2:21])=[O:20])[N:4]=1 |f:3.4.5,7.8.9.10.11|. Procedure: The title compound was prepared according to the procedure in Example 15, Step 7 using 5-amino-2-[2,6-difluoro-4-(1-hydroxy-1-methylethyl)phenyl]-1,3-thiazole-4-carboxamide (Example 15, Step 5) (99 mg, 0.32 mmol), 1-[(6-bromopyridin-2-yl)methoxy]-2-methylpropan-2-ol (Example 3, Step 1) (91 mg, 0.32 mmol), Pd2(dba)3 (17 mg, 0.019 mmol), X-PHOS (45 mg, 0.095 mmol), potassium carbonate (48 mg, 0.35 mmol), and tert-amyl alcohol (0.64 ml) as starting materials. 1H NMR (500 MHz, d6-DMSO) δ 11.34 (s, 1...